From a dataset of the Open Reaction Database (ORD), a public repository of structured organic reaction records. describe an organic reaction: reactants, conditions, products, and yield The product is CC(=O)NCC1CN(c2ccc(S(=O)CCO)c(F)c2)C(=O)O1. As a reaction SMILES: [C:7]([CH3:8])(=[O:9])[NH:10][CH2:11][CH:12]1[CH2:13][N:14]([c:18]2[cH:19][c:20]([F:28])[c:21]([S:24][CH2:25][CH2:26][OH:27])[cH:22][cH:23]2)[C:15](=[O:17])[O:16]1.[CH3:30][OH:31].[I+3:1]([O-:2])([O-:3])([O-:4])[O-:5].[Na+:6].[OH2:29]>>[O:2]=[S:24]([c:21]1[c:20]([F:28])[cH:19][c:18]([N:14]2[CH2:13][CH:12]([CH2:11][NH:10][C:7]([CH3:8])=[O:9])[O:16][C:15]2=[O:17])[cH:23][cH:22]1)[CH2:25][CH2:26][OH:27]. Starting materials: CC(=O)NCC1CN(c2ccc(SCCO)c(F)c2)C(=O)O1, CO, [O-][I+3]([O-])([O-])[O-], [Na+], O.